Dataset: the Open Reaction Database (ORD), a public repository of structured organic reaction records. Task: describe an organic reaction: reactants, conditions, products, and yield The reactants are C(C1=CC=CC=C1)OC1=CC=C2C=C(NC2=C1)CC(=O)O (6-benzyloxyindole-acetic acid), C(=O)(C=1NC=CN1)C=1NC=CN1 (carbonyl diimidazole), [OH-].[NH4+] (Ammonium hydroxide). Solvent: O1CCCC1 (tetrahydrofuran). Run at time 1.5 hour. Yields the product C(C1=CC=CC=C1)OC1=CC=C2C(=CNC2=C1)CC(=O)N (2-[6-(benzyloxy)-1H-indol-3-yl]acetamide). Reaction SMILES: [CH2:1]([O:8][C:9]1[CH:17]=[C:16]2[C:12]([CH:13]=[C:14](CC(O)=O)[NH:15]2)=[CH:11][CH:10]=1)[C:2]1[CH:7]=[CH:6][CH:5]=[CH:4][CH:3]=1.[C:22]([C:29]1[NH:30]C=CN=1)(C1NC=CN=1)=O.[OH-:34].[NH4+]>O1CCCC1>[CH2:1]([O:8][C:9]1[CH:17]=[C:16]2[C:12]([C:13]([CH2:22][C:29]([NH2:30])=[O:34])=[CH:14][NH:15]2)=[CH:11][CH:10]=1)[C:2]1[CH:3]=[CH:4][CH:5]=[CH:6][CH:7]=1 |f:2.3|. Reported procedure: To a solution of 6-benzyloxyindole-acetic acid (4.72 g, 16.7 mmol) in tetrahydrofuran (100 mL), was added carbonyl diimidazole (2.85 g, 17.6 mmol). The resulting solution was stirred at room temperature for 1.5 hr. Ammonium hydroxide (14 mL) was added and the reaction was allowed to stir at room temperature for 18 h. The mixture was concentrated to ½ volume and the resulting solid filtered and washed with cold methanol to give 2-[6-(benzyloxy)-1H-indol-3-yl]acetamide (4.7 g, quantitative) as a o... The reactants are NC1=CC=CC(=N1)NCCNC(C=C)=O (N-(2-(6-aminopyridin-2-ylamino)ethyl)acrylamide), BrC=1C(N(C=C(C1)Br)C)=O (3,5-dibromo-1-methylpyridin-2(1H)-one), C(=O)([O-])[O-].[Cs+].[Cs+] (Cs2CO3). The reagents and catalysts are C=1C=CC(=CC1)/C=C/C(=O)/C=C/C2=CC=CC=C2.C=1C=CC(=CC1)/C=C/C(=O)/C=C/C2=CC=CC=C2.C=1C=CC(=CC1)/C=C/C(=O)/C=C/C2=CC=CC=C2.[Pd].[Pd] (Pd2(dba)3). Run in O1CCOCC1 (dioxane). Reaction conditions: temperature 100 celsius, time 16 hour. Yields the product BrC=1C=C(C(N(C1)C)=O)NC1=CC=CC(=N1)NCCNC(C=C)=O (N-(2-(6-(5-bromo-1-methyl-2-oxo-1,2-dihydropyridin-3-ylamino)pyridin-2-ylamino)ethyl)acrylamide). Yield: 64.8%. As a reaction SMILES: [NH2:1][C:2]1[N:7]=[C:6]([NH:8][CH2:9][CH2:10][NH:11][C:12](=[O:15])[CH:13]=[CH2:14])[CH:5]=[CH:4][CH:3]=1.Br[C:17]1[C:18](=[O:25])[N:19]([CH3:24])[CH:20]=[C:21]([Br:23])[CH:22]=1.C([O-])([O-])=O.[Cs+].[Cs+]>O1CCOCC1.C1C=CC(/C=C/C(/C=C/C2C=CC=CC=2)=O)=CC=1.C1C=CC(/C=C/C(/C=C/C2C=CC=CC=2)=O)=CC=1.C1C=CC(/C=C/C(/C=C/C2C=CC=CC=2)=O)=CC=1.[Pd].[Pd]>[Br:23][C:21]1[CH:22]=[C:17]([NH:1][C:2]2[N:7]=[C:6]([NH:8][CH2:9][CH2:10][NH:11][C:12](=[O:15])[CH:13]=[CH2:14])[CH:5]=[CH:4][CH:3]=2)[C:18](=[O:25])[N:19]([CH3:24])[CH:20]=1 |f:2.3.4,6.7.8.9.10|. Reported procedure: A mixture of 105d (2.06 g, 10 mmol), 3,5-dibromo-1-methylpyridin-2(1H)-one (2.65 g, 10 mmol), Pd2(dba)3 (91.6 mg, 0.1 mmol) Xant-phos (116 mg, 0.2 mmol), Cs2CO3(9.78 g, 30 mmol) in dioxane (100 mL) was degassed and stirred at 100° C. for 16 h under nitrogen. The reaction mixture was concentrated and the residue was purified by silica gel chromatography (EA/PE=5/1) to give N-(2-(6-(5-bromo-1-methyl-2-oxo-1,2-dihydropyridin-3-ylamino)pyridin-2-ylamino)ethyl)acrylamide 105e (2.54 g, 65%) as yellow ... Reactants: BrC1=CC(=C(C(=O)OC)C=C1)S(=O)(=O)C (methyl 4-bromo-2-(methylsulfonyl)benzoate), BrC1=CC(=C(C(=O)OC)C=C1)S(=O)(=O)C (methyl 4-bromo-2-(methylsulfonyl)benzoate), [H-].[Na+] (NaH). Yield: 102.2%. Run in C1CCOC1 (THF). Reaction SMILES: [Br:1][C:2]1[CH:11]=[CH:10][C:5]([C:6]([O:8]C)=O)=[C:4]([S:12]([CH3:15])(=[O:14])=[O:13])[CH:3]=1.[H-].[Na+]>C1COCC1>[Br:1][C:2]1[CH:11]=[CH:10][C:5]2[C:6](=[O:8])[CH2:15][S:12](=[O:14])(=[O:13])[C:4]=2[CH:3]=1 |f:1.2|. Reaction conditions: time 1.5 hour. Product: BrC1=CC2=C(C(CS2(=O)=O)=O)C=C1 (6-bromo-1-benzothiophen-3(2H)-one 1,1-dioxide). Reported procedure: A solution of methyl 4-bromo-2-(methylsulfonyl)benzoate (Intermediate 239; 4.00 g; 13.6 mmol) in anhydrous THF (60 ml) was treated with NaH (595 mg; 13.6 mmol) and stirred at RT for 1.5 h. The reaction was quenched with water. AcOEt and a 1N solution of HCl in water were added and the phases were separated. The organic phase was washed with brine, dried on MgSO4, filtered and concentrated to give the title compound as a yellow solid (3.63 g). Starting materials: C(C)OC(=O)[C@]1([C@H](C1)C=C)NC(=O)[C@H]1NC[C@@H](C1)O ((1S,2R)-1-[(2S,4R)-(4-Hydroxy-pyrrolidine-2-carbonyl)-amino]-2-vinyl-cyclopropanecarboxylic acid ethyl ester), N[C@H](C(=O)N[C@@H]1[C@@H](CC2=CC=CC=C12)OC(C)=O)C(C)(C)C (Acetic acid (1S,2R)-1-((2S)-2-amino-3,3-dimethyl-butyrylamino)-indan-2-yl ester), C(=O)(O)[O-].[Na+] (NaHCO3), p-nitrophenychlorocarbonate. Solvent: C(C)#N (acetonitrile), C(C)#N (acetonitrile). Reaction conditions: time 30 minute. Product: C(C)OC(=O)[C@@]1([C@@H](C1)C=C)NC(=O)[C@H]1N(C[C@@H](C1)O)C(N[C@@H](C(C)(C)C)C(N[C@@H]1[C@@H](CC2=CC=CC=C12)OC(C)=O)=O)=O ((1R,2S)-1-({(2S,4R)-1-[(1S)-1-((1S,2R)-2-Acetoxy-indan-1-ylcarbamoyl)-2,2-dimethyl-propylcarbamoyl]-4-hydroxy-pyrrolidine-2-carbonyl}-amino)-2-vinyl-cyclopropanecarboxylic acid ethyl ester). Yield: 80.0%. RXN SMILES: [NH2:1][C@@H:2]([C:19]([CH3:22])([CH3:21])[CH3:20])[C:3]([NH:5][C@H:6]1[C:14]2[C:9](=[CH:10][CH:11]=[CH:12][CH:13]=2)[CH2:8][C@H:7]1[O:15][C:16](=[O:18])[CH3:17])=[O:4].[C:23]([O-])(O)=[O:24].[Na+].[CH2:28]([O:30][C:31]([C@:33]1([NH:38][C:39]([C@@H:41]2[CH2:45][C@@H:44]([OH:46])[CH2:43][NH:42]2)=[O:40])[CH2:35][C@@H:34]1[CH:36]=[CH2:37])=[O:32])[CH3:29]>C(#N)C>[CH2:28]([O:30][C:31]([C@@:33]1([NH:38][C:39]([C@@H:41]2[CH2:45][C@@H:44]([OH:46])[CH2:43][N:42]2[C:23](=[O:24])[NH:1][C@H:2]([C:3](=[O:4])[NH:5][C@H:6]2[C:14]3[C:9](=[CH:10][CH:11]=[CH:12][CH:13]=3)[CH2:8][C@H:7]2[O:15][C:16](=[O:18])[CH3:17])[C:19]([CH3:22])([CH3:21])[CH3:20])=[O:40])[CH2:35][C@H:34]1[CH:36]=[CH2:37])=[O:32])[CH3:29] |f:1.2|. Procedure: To a stirred solution of compound 89 (1.81 g) in acetonitrile at 0° C. solid NaHCO3 (800 mg) and p-nitrophenychlorocarbonate (1.2 g) was added. The slurry was taken up to ambient temperature and stirred for another 30 min. To this slurry a solution of compound 91 (1.6 g) in acetonitrile (5 mL) diisopropylethylamine (1 mL) was added. After 10 min the resulting mixture was concentrated, re-dissolved in ethyl acetate and washed with K2CO3 (aq) and then with 0.5 N HCl. Dried and concentrated which g... Reactants: CC[N+](CC)(CC)Cc1ccccc1, CC(=O)[O-], CC#N, CC(=O)O, [Cl-], COC(=O)CC(=O)CCl, [K+]. The product is COC(=O)CC(=O)COC(C)=O. RXN SMILES: [CH2:20]([N+:21]([CH2:22][CH3:23])([CH2:24][CH3:25])[CH2:26][CH3:27])[c:28]1[cH:29][cH:30][cH:31][cH:32][cH:33]1.[CH3:2][C:3]([O-:4])=[O:5].[CH3:34][C:35]#[N:36].[CH3:6][C:7](=[O:8])[OH:9].[Cl-:19].[Cl:10][CH2:11][C:12]([CH2:13][C:14](=[O:15])[O:16][CH3:17])=[O:18].[K+:1]>>[CH3:2][C:3]([O:4][CH2:11][C:12]([CH2:13][C:14](=[O:15])[O:16][CH3:17])=[O:18])=[O:5]. Starting materials: Cl.C(C1=CC=CC=C1)OC([C@@H]1NCCC1)=O (D-Proline benzyl ester hydrochloride), CO[C@@H](C(=O)O)CC[C@@H](C(=O)O)OC ((2R,5S)-2,5Dimethoxy-hexanedioic acid), CCOC(=O)C.CCCCCC (EtOAc hexane). Solvent: CO.CCOC(=O)C (MeOH EtOAc). Product: C(C1=CC=CC=C1)OC(=O)[C@@H]1N(CCC1)C([C@@H](CC[C@@H](C(=O)N1[C@H](CCC1)C(=O)OCC1=CC=CC=C1)OC)OC)=O ((R)-1-[(2R,5S)-6-[(R)-2-benzyloxycarbonyl-pyrrolidin-1-yl]-2,5-dimethoxy-6-oxo-hexanoyl]-pyrrolidine-2-carboxylic acid benzyl ester). The yield is 36.0%. RXN SMILES: Cl.[CH2:2]([O:9][C:10](=[O:16])[C@H:11]1[CH2:15][CH2:14][CH2:13][NH:12]1)[C:3]1[CH:8]=[CH:7][CH:6]=[CH:5][CH:4]=1.[CH3:17][O:18][C@H:19]([CH2:23][CH2:24][C@H:25]([O:29][CH3:30])[C:26]([OH:28])=O)[C:20]([OH:22])=O.[CH3:31][CH2:32][O:33][C:34]([CH3:36])=[O:35].C[CH2:38][CH2:39][CH2:40][CH2:41][CH3:42]>CO.CCOC(C)=O>[CH2:2]([O:9][C:10]([C@H:11]1[CH2:15][CH2:14][CH2:13][N:12]1[C:20](=[O:22])[C@H:19]([O:18][CH3:17])[CH2:23][CH2:24][C@H:25]([O:29][CH3:30])[C:26]([N:12]1[CH2:11][CH2:15][CH2:14][C@@H:36]1[C:34]([O:33][CH2:32][C:31]1[CH:38]=[CH:39][CH:40]=[CH:41][CH:42]=1)=[O:35])=[O:28])=[O:16])[C:3]1[CH:4]=[CH:5][CH:6]=[CH:7][CH:8]=1 |f:0.1,3.4,5.6|. Procedure details: Using General Procedure A with 1.51 g (6.2 mmol) D-Proline benzyl ester hydrochloride and 643 mg (3.1 mmol) (2R,5S)-2,5Dimethoxy-hexanedioic acid afforded, after flash chromatography (gradient: 10-100% EtOAc/hexane then 10% MeOH/EtOAc), 643 mg (36%) of the title compound as a yellow oil. MS m/e (%): 581 (M+H+, 100). Starting materials: CN(C(C=C)=O)C (N,N-dimethylacrylamide), C(C(=C)C)(=O)OCC1CO1 (glycidyl methacrylate), CC(C)(C#N)N=NC(C)(C)C#N (Vazo 64), O1CCCC1 (tetrahydrofuran). Run in CCOCC (ether). Run at temperature 40 celsius. The product is CN(C(C=C)=O)C.C(C(=C)C)(=O)OCC1CO1 (DMA GMA), polymer. The yield is 97.0%. As a reaction SMILES: [CH3:1][N:2]([CH3:7])[C:3](=[O:6])[CH:4]=[CH2:5].[C:8]([O:13][CH2:14][CH:15]1[O:17][CH2:16]1)(=[O:12])[C:9]([CH3:11])=[CH2:10].CC(N=NC(C#N)(C)C)(C#N)C.O1CCCC1>CCOCC>[CH3:1][N:2]([CH3:7])[C:3](=[O:6])[CH:4]=[CH2:5].[C:8]([O:13][CH2:14][CH:15]1[O:17][CH2:16]1)(=[O:12])[C:9]([CH3:11])=[CH2:10] |f:5.6|. Procedure details: The DMA/GMA copolymer of Example 15 was prepared by the following procedure. To a 1 L reaction flask were added distilled N,N-dimethylacrylamide (DMA, 48 g, 0.48 moles), distilled glycidyl methacrylate (GMA, 12 g, 0.08 moles) Vazo 64 initiator (AIBN, 0.1 g, 0.0006 moles) and anhydrous tetrahydrofuran (500 ml). The reaction vessel was fitted with a mechanical stirrer, condenser, thermal controller and a nitrogen inlet. Nitrogen was bubbled through the solution for 15 minutes to remove any dissolv... Reactants: ClC1=C(C=C(C=C1Cl)[N+](=O)[O-])CO (2,3-dichloro-5-nitrophenylmethanol), P(Br)(Br)Br (phosphorus tribromide). Run in C1(=CC=CC=C1)C (toluene). Product: ClC1=C(C=C(C=C1Cl)[N+](=O)[O-])CBr (2,3-dichloro-5-nitrophenylmethyl bromide). The yield is 230.6%. Reaction SMILES: [Cl:1][C:2]1[C:7]([Cl:8])=[CH:6][C:5]([N+:9]([O-:11])=[O:10])=[CH:4][C:3]=1[CH2:12]O.P(Br)(Br)[Br:15]>C1(C)C=CC=CC=1>[Cl:1][C:2]1[C:7]([Cl:8])=[CH:6][C:5]([N+:9]([O-:11])=[O:10])=[CH:4][C:3]=1[CH2:12][Br:15]. Procedure: By the method of Example 1, Step B, 61.90 grams (0.279 mole) of 2,3-dichloro-5-nitrophenylmethanol and 26.41 grams (0.098 mole) of phosphorus tribromide were reacted in 800 mL of toluene, yielding 64.38 grams of 2,3-dichloro-5-nitrophenylmethyl bromide as a golden oil which solidified upon standing. The NMR spectrum was consistent with the proposed structure. The reactants are C(C)(C)N(C(C)C)CC (N,N-diisopropylethylamine), S(N)(=O)(=O)Cl (sulfamoyl chloride), NCC=1N2C(SC1)=CN=C2 (3-aminomethylimidazo[5,1-b]thiazole). Run in CN(C)C=O (DMF). Run at temperature -25 celsius, time 4 hour. Product: NS(=O)(=O)NCC=1N2C(SC1)=CN=C2 (3-(aminosulfonyl)aminomethylimidazo[5,1-b]thiazole). As a reaction SMILES: [NH2:1][CH2:2][C:3]1[N:4]2[CH:10]=[N:9][CH:8]=[C:5]2[S:6][CH:7]=1.C(N(CC)C(C)C)(C)C.[S:20](Cl)(=[O:23])(=[O:22])[NH2:21]>CN(C=O)C>[NH2:21][S:20]([NH:1][CH2:2][C:3]1[N:4]2[CH:10]=[N:9][CH:8]=[C:5]2[S:6][CH:7]=1)(=[O:23])=[O:22]. Procedure details: A 770 mg potin of 3-aminomethylimidazo[5,1-b]thiazole was dissolved in 15 ml of DMF, and 4.78 ml of N,N-diisopropylethylamine and 1.04 g of sulfamoyl chloride were further added at -60° C., followed by stirring at -30 to -20° C. for 4 hours. The reaction solution was concentrated under reduced pressure and then dissolved in 30 ml of water, and the solution was adjusted to pH 7.5 with an aqueous sodium hydrogencarbonate solution. After purification by Diaion HP-20 Resin, crystallization was carri... Reactants: CN1C2=C(NC=N2)C(=O)N(C1=O)C.CN1C2=C(NC=N2)C(=O)N(C1=O)C.C(CN)N (Aminophylline), N1(C)C(=O)N(C)C=2N=CNC2C1=O (Theophylline), C(CN)N (1,2-ethanediamine). Yields the product C(C(C)C)N1C(N(C(C=2NC=NC12)=O)C)=O (3-Isobutyl-1-methyl-xanthine). RXN SMILES: [CH3:1][N:2]1[C:11](=[O:12])[N:10]([CH3:13])[C:8](=[O:9])[C:4]2[NH:5][CH:6]=[N:7][C:3]1=2.CN1C(=O)N(C)[C:21](=O)[C:17]2NC=N[C:16]1=2.C(N)CN.N1(C(=O)C2NC=NC=2N(C)C1=O)C.C(N)CN>>[CH2:1]([N:2]1[C:3]2[N:7]=[CH:6][NH:5][C:4]=2[C:8](=[O:9])[N:10]([CH3:13])[C:11]1=[O:12])[CH:17]([CH3:21])[CH3:16] |f:0.1.2|. Reported procedure: Aminophylline {adduct of Theophylline and 1,2-ethanediamine (2:1)}.